This data is from the Open Reaction Database (ORD), a public repository of structured organic reaction records. The task is: describe an organic reaction: reactants, conditions, products, and yield Reactants: CC1=NC2=NC=CC=C2C=C1 (2-methyl-1,8-naphthyridine). Reagents/catalysts: [Pd] (Pd/C). Run in C(C)O (ethanol). Reaction conditions: time 24 hour. Product: CC1=NC=2NCCCC2C=C1 (2-methyl-5,6,7,8-tetrahydro-1,8-naphthyridine). Isolated yield 82.5%. As a reaction SMILES: [CH3:1][C:2]1[CH:11]=[CH:10][C:9]2[C:4](=[N:5][CH:6]=[CH:7][CH:8]=2)[N:3]=1>C(O)C.[Pd]>[CH3:1][C:2]1[CH:11]=[CH:10][C:9]2[CH2:8][CH2:7][CH2:6][NH:5][C:4]=2[N:3]=1. Procedure details: The compound was prepared according to the procedure as described in WO 0033838. To a solution of 2-methyl-1,8-naphthyridine (2 g, 13.9 mmol) in ethanol (35 ml) was added 10% Pd/C, and the reaction mixture was stirred under H2 (10 psi) for 24 hours. Palladium was filtered out through celite and washed with excess ethanol. The filtrate was concentrated under vacuum to give 1.7 g (83%) pink solid. NMR (CD3OD) δ1.82-1.87 (m, 2H), 2.22 (s, 3H), 2.65-2.76 (m, 2H), 3.33-3.36 (m, 2H), 6.32 (d, 1H, J=7....